This data is from the Open Reaction Database (ORD), a public repository of structured organic reaction records. The task is: describe an organic reaction: reactants, conditions, products, and yield The solvent is N1=CC=CC=C1 (pyridine). Starting materials: aqueous solution, N(=O)[O-].[Na+] (sodium nitrite), aqueous solution, S(O)(O)(=O)=O (sulfuric acid), OC1=CC2=C(OC3=C2C=CC=C3)C=C1 (2-hydroxydibenzofuran). Product: N(=O)C1=C(C=CC=2OC3=C(C21)C=CC=C3)O (1-Nitroso-2-Hydroxydibenzofuran). Reaction conditions: temperature 0 celsius, time 10 minute. Reaction SMILES: [OH:1][C:2]1[CH:14]=[CH:13][C:5]2[O:6][C:7]3[CH:12]=[CH:11][CH:10]=[CH:9][C:8]=3[C:4]=2[CH:3]=1.[N:15]([O-])=[O:16].[Na+].S(=O)(=O)(O)O>N1C=CC=CC=1>[N:15]([C:3]1[C:4]2[C:8]3[CH:9]=[CH:10][CH:11]=[CH:12][C:7]=3[O:6][C:5]=2[CH:13]=[CH:14][C:2]=1[OH:1])=[O:16] |f:1.2|. Procedure details: In 100 g of pyridine was dissolved 10 g of 2-hydroxydibenzofuran, and the solution was cooled to 0° C. Then, 60 g of a 20% aqueous solution of sodium nitrite was added to the above solution and 100 g of a 30% aqueous solution of sulfuric acid was added dropwise to the mixture while stirring for 10 minutes. After the dropwise addition, the mixture was stirred at 0° C. for 1 hour and then filtered. The recovered solid was washed with water and dried to obtain 11 g of a red crystal of 1-nitroso-2-h... Reactants: CS(C)=O, CC(C)(C)[O-], CC(C)c1cc([N+](=O)[O-])ccc1F, [K+], O=C1NCCCN1, O. Product: CC(C)c1cc([N+](=O)[O-])ccc1N1CCCNC1=O. RXN SMILES: [CH3:27][S:28]([CH3:29])=[O:30].[CH3:8][C:9]([CH3:10])([O-:11])[CH3:12].[F:14][c:15]1[c:16]([CH:24]([CH3:25])[CH3:26])[cH:17][c:18]([N+:21](=[O:22])[O-:23])[cH:19][cH:20]1.[K+:13].[NH:1]1[C:2](=[O:7])[NH:3][CH2:4][CH2:5][CH2:6]1.[OH2:31]>>[N:1]1([c:15]2[c:16]([CH:24]([CH3:25])[CH3:26])[cH:17][c:18]([N+:21](=[O:22])[O-:23])[cH:19][cH:20]2)[C:2](=[O:7])[NH:3][CH2:4][CH2:5][CH2:6]1. The reactants are C(C)(C)(C)OC(NC1=C(C=C(C(=C1)C1CC1)C(F)(F)F)[N+](=O)[O-])=O ((5-cyclopropyl-2-nitro-4-trifluoromethyl-phenyl)-carbamic acid tert-butyl ester), O.O.Cl[Sn]Cl (SnCl2.2H2O). The product is C(C)(C)(C)OC(NC1=C(C=C(C(=C1)C1CC1)C(F)(F)F)N)=O ((2-Amino-5-cyclopropyl-4-trifluoromethyl-phenyl)-carbamic acid tert-butyl ester), solid. Yield: 71.0%. Reaction SMILES: [C:1]([O:5][C:6](=[O:24])[NH:7][C:8]1[CH:13]=[C:12]([CH:14]2[CH2:16][CH2:15]2)[C:11]([C:17]([F:20])([F:19])[F:18])=[CH:10][C:9]=1[N+:21]([O-])=O)([CH3:4])([CH3:3])[CH3:2].O.O.Cl[Sn]Cl>>[C:1]([O:5][C:6](=[O:24])[NH:7][C:8]1[CH:13]=[C:12]([CH:14]2[CH2:16][CH2:15]2)[C:11]([C:17]([F:20])([F:19])[F:18])=[CH:10][C:9]=1[NH2:21])([CH3:4])([CH3:2])[CH3:3] |f:1.2.3|. Procedure details: The title compound was prepared from (5-cyclopropyl-2-nitro-4-trifluoromethyl-phenyl)-carbamic acid tert-butyl ester (Example A31) (460 mg, 1.33 mmol) by reduction with SnCl2.2H2O according to the general procedure J (method b). Obtained as an orange solid (300 mg, 71%). The reactants are C(C1=CC=CC=C1)[C@@H](C(C=C)=O)NC(OC(C)(C)C)=O (tert-butyl (1S)-1-benzyl-2-oxobut-3-enylcarbamate), CNC (dimethyl amine). Solvent: CO (MeOH). Reaction conditions: time 1 hour. Yields the product C(C1=CC=CC=C1)[C@@H](C(CCN(C)C)=O)NC(OC(C)(C)C)=O (tert-butyl (1S)-1-benzyl-4-(dimethylamino)-2-oxobutylcarbamate). Reaction SMILES: [CH2:1]([C@H:8]([NH:13][C:14](=[O:20])[O:15][C:16]([CH3:19])([CH3:18])[CH3:17])[C:9](=[O:12])[CH:10]=[CH2:11])[C:2]1[CH:7]=[CH:6][CH:5]=[CH:4][CH:3]=1.[CH3:21][NH:22][CH3:23]>CO>[CH2:1]([C@H:8]([NH:13][C:14](=[O:20])[O:15][C:16]([CH3:19])([CH3:18])[CH3:17])[C:9](=[O:12])[CH2:10][CH2:11][N:22]([CH3:23])[CH3:21])[C:2]1[CH:7]=[CH:6][CH:5]=[CH:4][CH:3]=1. Procedure: Prepared according to Scheme 1 in an analogous manner as intermediate III with the one additional step; step B involving Michael addition using dimethyl amine (vida infra). Step A: To a solution of N-Boc-phenylalanine-Weinreb amide (10.0 g, 32.4 mmol) in 200 mL THF cooled to −40° C. was added vinyl magnesium bromide (97.0 mL, 97.0 mmol, 1.0 M in THF) dropwise. After stirring at −40 to −20° C. for 5 h. The reaction mixture was poured onto cold 3N HCl (600 mL), extracted with EtOAc (3×200 mL), the... Starting materials: C(=O)([O-])[O-].[Na+].[Na+] (Na2CO3), ClC=1C2=C(C3=C(ON=C3C)C3(CC3)N1)C=CC(=C2)Cl (6,8-dichloro-1-methylspiro[benzo[e]isoxazolo[5,4-c]azepine-4,1′-cyclopropane]), FC1=CC=C(C=C1)B(O)O (4-fluorophenylboronic acid). Reagents/catalysts: C=1C=CC(=CC1)[P](C=2C=CC=CC2)(C=3C=CC=CC3)[Pd]([P](C=4C=CC=CC4)(C=5C=CC=CC5)C=6C=CC=CC6)([P](C=7C=CC=CC7)(C=8C=CC=CC8)C=9C=CC=CC9)[P](C=1C=CC=CC1)(C=1C=CC=CC1)C=1C=CC=CC1 (Pd(Ph3P)4). Solvent: C1(=CC=CC=C1)C (toluene). Reaction conditions: temperature 82 celsius. Yields the product ClC=1C=CC2=C(C(=NC3(CC3)C3=C2C(=NO3)C)C3=CC=C(C=C3)F)C1 (8-Chloro-6-(4-fluorophenyl)-1-methylspiro[benzo[c]isoxazolo[4,5-e]azepine-4,1′-cyclopropane]). Reaction SMILES: Cl[C:2]1[C:3]2[CH:18]=[C:17]([Cl:19])[CH:16]=[CH:15][C:4]=2[C:5]2[C:9]([CH3:10])=[N:8][O:7][C:6]=2[C:11]2([N:14]=1)[CH2:13][CH2:12]2.[F:20][C:21]1[CH:26]=[CH:25][C:24](B(O)O)=[CH:23][CH:22]=1.C([O-])([O-])=O.[Na+].[Na+]>C1(C)C=CC=CC=1.C1C=CC([P]([Pd]([P](C2C=CC=CC=2)(C2C=CC=CC=2)C2C=CC=CC=2)([P](C2C=CC=CC=2)(C2C=CC=CC=2)C2C=CC=CC=2)[P](C2C=CC=CC=2)(C2C=CC=CC=2)C2C=CC=CC=2)(C2C=CC=CC=2)C2C=CC=CC=2)=CC=1>[Cl:19][C:17]1[CH:16]=[CH:15][C:4]2[C:5]3[C:9]([CH3:10])=[N:8][O:7][C:6]=3[C:11]3([CH2:13][CH2:12]3)[N:14]=[C:2]([C:24]3[CH:25]=[CH:26][C:21]([F:20])=[CH:22][CH:23]=3)[C:3]=2[CH:18]=1 |f:2.3.4,^1:46,48,67,86|. Procedure: To a solution of 6,8-dichloro-1-methylspiro[benzo[e]isoxazolo[5,4-c]azepine-4,1′-cyclopropane] (61.9 mg, 0.211 mmol) in toluene (22 mL) was added 4-fluorophenylboronic acid (37 mg, 0.264 mmol) and Pd(Ph3P)4 (11.22 mg, 9.71 μmol). The reaction was evacuated and purged with N2 (g) (3×), followed by addition of aqueous Na2CO3 (211 μl, 0.422 mmol, 2 M). The reaction was heated to 82° C. for 15 min at which time LC-MS analysis indicated complete conversion to desired product. The reaction mixture was... Run in ClC1=CC=CC=C1 (chlorobenzene). Procedure: Chlorine gas (17.5 g/0.25 mole) was passed at 0 to 5° C. into a suspension of 2,2'-dithiobisbenzthiazole (83 g/0.25 mole) in chlorobenzene (600 ml). 1-mercapto-2-propanol (46 g/0.5 mole) was then added drop-wise to this solution, followed by stirring for 7 hours at room temperature. The precipitated product was filtered off and mixed with methylene chloride (500 ml) and 5% NaHCO3 solution (500 ml). The organic phase was then washed twice with water and concentrated by evaporation. A yellowish-br... Product: OC(CSSC=1SC2=C(N1)C=CC=C2)C (2-hydroxypropyl dithiobenzthiazole). Run at time 7 hour. Yield: 146.1%. As a reaction SMILES: ClCl.S1C2C=CC=CC=2N=[C:4]1[S:12][S:13][C:14]1[S:15][C:16]2[CH:22]=[CH:21][CH:20]=[CH:19][C:17]=2[N:18]=1.S[CH2:24][CH:25]([OH:27])C>ClC1C=CC=CC=1>[OH:27][CH:25]([CH3:24])[CH2:4][S:12][S:13][C:14]1[S:15][C:16]2[CH:22]=[CH:21][CH:20]=[CH:19][C:17]=2[N:18]=1. Starting materials: ClCl (Chlorine), S1C(=NC2=C1C=CC=C2)SSC=2SC1=C(N2)C=CC=C1 (2,2'-dithiobisbenzthiazole), SCC(C)O (1-mercapto-2-propanol).